Dataset: the Open Reaction Database (ORD), a public repository of structured organic reaction records. Task: describe an organic reaction: reactants, conditions, products, and yield Starting materials: O=C([O-])O, [O-][Cl+3]([O-])([O-])O, [Na+], C1CCOC1, Oc1cccc2c1CC1OC1C2, O. The product is Oc1cccc2c1CC(O)C(O)C2. As a reaction SMILES: [C:23](=[O:24])([OH:25])[O-:26].[Cl+3:18]([OH:19])([O-:20])([O-:21])[O-:22].[Na+:27].[O:13]1[CH2:14][CH2:15][CH2:16][CH2:17]1.[O:1]1[CH:2]2[CH2:3][c:4]3[cH:5][cH:6][cH:7][c:8]([OH:12])[c:9]3[CH2:10][CH:11]12.[OH2:28]>>[OH:1][CH:11]1[CH:2]([OH:13])[CH2:3][c:4]2[cH:5][cH:6][cH:7][c:8]([OH:12])[c:9]2[CH2:10]1. Starting materials: ClC1=NC=C(C(=N1)NC1=CC(=CC=C1)O)F (2-chloro-5-fluoro-N-(3-hydroxyphenyl)-4-pyrimidineamine), NN1C=CC=C1 (1-aminopyrrole). The product is FC=1C(=NC(=NC1)NN1C=CC=C1)NC1=CC(=CC=C1)O (5-fluoro-N4-(3-hydroxyphenyl)-N2-(1H-pyrrol-1-yl)-2,4-pyrimidinediamine). Reaction SMILES: Cl[C:2]1[N:7]=[C:6]([NH:8][C:9]2[CH:14]=[CH:13][CH:12]=[C:11]([OH:15])[CH:10]=2)[C:5]([F:16])=[CH:4][N:3]=1.[NH2:17][N:18]1[CH:22]=[CH:21][CH:20]=[CH:19]1>>[F:16][C:5]1[C:6]([NH:8][C:9]2[CH:14]=[CH:13][CH:12]=[C:11]([OH:15])[CH:10]=2)=[N:7][C:2]([NH:17][N:18]2[CH:22]=[CH:21][CH:20]=[CH:19]2)=[N:3][CH:4]=1. Procedure details: In like manner to the preparation of N4-(3,4-ethylenedioxyphenyl)-5-fluoro-N2-(3-hydroxyphenyl)-2,4-pyrimidinediamine, 2-chloro-5-fluoro-N-(3-hydroxyphenyl)-4-pyrimidineamine was reacted with 1-aminopyrrole to provide 5-fluoro-N4-(3-hydroxyphenyl)-N2-(1H-pyrrol-1-yl)-2,4-pyrimidinediamine. 1H NMR (DMSO-d6): δ 9.95 (s, 1H), 9.22 (s, 1H), 9.19 (s, 1H), 7.99,(d, 1H, J=3.5 Hz), 7.22 (d, 1H, J=8.2 Hz), 6.94 (br s, 1H), 6.89 (t, 1H, J=8.2 Hz), 6.70 (dd, 2H, J=2.3 and 4.7 Hz), 6.38 (d, 1H, J=8.2 Hz), 5... The reactants are C(C)(=O)O (acetic acid), C(C)(=O)C(CC(=O)OCC)C(C)=O (ethyl 3-acetyl-4-oxopentanoate), Cl.NO (hydroxylamine hydrochloride), CC(=O)[O-].[Na+] (NaOAc). The solvent is C(C)O (ethanol). Yields the product CC1=NOC(=C1CC(=O)OCC)C (ethyl 3,5-dimethyl-4-isoxazolylacetate). Yield: 3.4%. As a reaction SMILES: [C:1]([CH:4]([C:11](=[O:13])[CH3:12])[CH2:5][C:6]([O:8][CH2:9][CH3:10])=[O:7])(=O)[CH3:2].Cl.[NH2:15]O.CC([O-])=O.[Na+].C(O)(=O)C>C(O)C>[CH3:2][C:1]1[C:4]([CH2:5][C:6]([O:8][CH2:9][CH3:10])=[O:7])=[C:11]([CH3:12])[O:13][N:15]=1 |f:1.2,3.4|. Reported procedure: A mixture of ethyl 3-acetyl-4-oxopentanoate (37.24 g, 0.2 mol), hydroxylamine hydrochloride (14.6 g, 0.21 mol), NaOAc (17.23 g, 0.21 mol) and ethanol (500 mL) was refluxed for 4 hours. The reaction mixture was filtered, the filtrate was concentrated in vacuo and the residue was heated in acetic acid (12.61 g, 0.21 mol) and toluene (300 mL) for 6 to 6.5 hours with the removal of water. The reaction mixture was filtered and the filtrate was concentrated in vacuo to afford a tan oil which crystalli... The reactants are CCO, Cl, [Fe], O, N#CSc1ccc(N)c([N+](=O)[O-])c1. Yields the product N#CSc1ccc(N)c(N)c1. Reaction SMILES: [CH3:17][CH2:18][OH:19].[ClH:1].[Fe:16].[OH2:2].[S:3]([C:4]#[N:5])[c:6]1[cH:7][c:8]([N+:13]([O-:14])=[O:15])[c:9]([NH2:10])[cH:11][cH:12]1>>[S:3]([C:4]#[N:5])[c:6]1[cH:7][c:8]([NH2:13])[c:9]([NH2:10])[cH:11][cH:12]1. Starting materials: O=C1N(C(C2=CC=CC=C12)CC(=O)O)C1=CC=CC=C1 (3-oxo-2-phenylisoindoline-1-acetic acid), C(C1=CC=CC=C1)N1CCNCC1 (1-benzylpiperazine), O.O.C(C(=O)O)(=O)O (oxalic acid dihydrate). The product is C(C(=O)O)(=O)O.C(C1=CC=CC=C1)N1CCN(CC1)C(=O)CC1N(C(C2=CC=CC=C12)=O)C1=CC=CC=C1 (3-(4-Benzylpiperazin-1-yl)carbonylmethyl-2-phenylisoindolin-1-one oxalate). As a reaction SMILES: [O:1]=[C:2]1[C:10]2[C:5](=[CH:6][CH:7]=[CH:8][CH:9]=2)[CH:4]([CH2:11][C:12]([OH:14])=O)[N:3]1[C:15]1[CH:20]=[CH:19][CH:18]=[CH:17][CH:16]=1.[CH2:21]([N:28]1[CH2:33][CH2:32][NH:31][CH2:30][CH2:29]1)[C:22]1[CH:27]=[CH:26][CH:25]=[CH:24][CH:23]=1.O.O.[C:36]([OH:41])(=[O:40])[C:37]([OH:39])=[O:38]>CO>[C:36]([OH:41])(=[O:40])[C:37]([OH:39])=[O:38].[CH2:21]([N:28]1[CH2:33][CH2:32][N:31]([C:12]([CH2:11][CH:4]2[C:5]3[C:10](=[CH:9][CH:8]=[CH:7][CH:6]=3)[C:2](=[O:1])[N:3]2[C:15]2[CH:16]=[CH:17][CH:18]=[CH:19][CH:20]=2)=[O:14])[CH2:30][CH2:29]1)[C:22]1[CH:23]=[CH:24][CH:25]=[CH:26][CH:27]=1 |f:2.3.4,6.7|. Procedure: An oily product (4.3 g), which was prepared from 2.67 g of 3-oxo-2-phenylisoindoline-1-acetic acid and 1.94 g of 1-benzylpiperazine in the same manner as Example 3, was dissolved in 4 ml of methanol, and to this solution a solution of 1.5 g of oxalic acid dihydrate in 6 ml of methanol was added, and the crystals precipitated were collected by filtration. Yield, 4.90 g; m.p. 207°-210° C. (recrystallization from methanol). Isolated yield 83.5%. Run in CO (methanol), CO (methanol). Reactants: COC(=O)c1sc(C#CC(C)(C)C)cc1NC1CCC(n2cncn2)CC1, CC1CCC(C(=O)O)CC1, [Cl-]. The product is COC(=O)c1sc(C#CC(C)(C)C)cc1N(C(=O)C1CCC(C)CC1)C1CCC(n2cncn2)CC1. As a reaction SMILES: [CH3:1][O:2][C:3](=[O:4])[c:5]1[s:6][c:7]([C:22]#[C:23][C:24]([CH3:25])([CH3:26])[CH3:27])[cH:8][c:9]1[NH:10][CH:11]1[CH2:12][CH2:13][CH:14]([n:17]2[n:18][cH:19][n:20][cH:21]2)[CH2:15][CH2:16]1.[CH3:29][CH:30]1[CH2:31][CH2:32][CH:33]([C:36](=[O:37])[OH:38])[CH2:34][CH2:35]1.[Cl-:28]>>[CH3:1][O:2][C:3](=[O:4])[c:5]1[s:6][c:7]([C:22]#[C:23][C:24]([CH3:25])([CH3:26])[CH3:27])[cH:8][c:9]1[N:10]([CH:11]1[CH2:12][CH2:13][CH:14]([n:17]2[n:18][cH:19][n:20][cH:21]2)[CH2:15][CH2:16]1)[C:36]([CH:33]1[CH2:32][CH2:31][CH:30]([CH3:29])[CH2:35][CH2:34]1)=[O:37]. The reactants are C([O-])(O)=O.[Na+] (sodium bicarbonate), CCCCCC (hexane), B(Br)(Br)Br (boron tribromide), C12CC3(CC(CC3C1)C2)NC(=O)C2=C(C=NC=C2)C(C2=CC=C(C=C2)OC)C2=CC=C(C=C2)OC (N-(Tricyclo[3.3.1.03,7 ]non-3-yl)-3-[bis(4-methoxyphenyl)-methyl]-4-pyridinecarboxamide). Solvent: C(Cl)Cl (methylene chloride). Reaction conditions: time 2 hour. The product is C12CC3(CC(CC3C1)C2)NC(=O)C2=C(C=NC=C2)C(C2=CC=C(C=C2)O)C2=CC=C(C=C2)O (N-(Tricyclo[3.3.1.03,7 ]non-3-yl)-3-[bis(4-hydroxyphenyl)methyl]-4-pyridinecarboxamide). Yield: 26.8%. RXN SMILES: [CH:1]12[CH2:9][CH:5]3[CH2:6][CH:7]([CH2:8]1)[C:3]([NH:10][C:11]([C:13]1[CH:18]=[CH:17][N:16]=[CH:15][C:14]=1[CH:19]([C:28]1[CH:33]=[CH:32][C:31]([O:34]C)=[CH:30][CH:29]=1)[C:20]1[CH:25]=[CH:24][C:23]([O:26]C)=[CH:22][CH:21]=1)=[O:12])([CH2:4]3)[CH2:2]2.CCCCCC.B(Br)(Br)Br.C(=O)(O)[O-].[Na+]>C(Cl)Cl>[CH:1]12[CH2:9][CH:5]3[CH2:6][CH:7]([CH2:8]1)[C:3]([NH:10][C:11]([C:13]1[CH:18]=[CH:17][N:16]=[CH:15][C:14]=1[CH:19]([C:28]1[CH:33]=[CH:32][C:31]([OH:34])=[CH:30][CH:29]=1)[C:20]1[CH:25]=[CH:24][C:23]([OH:26])=[CH:22][CH:21]=1)=[O:12])([CH2:4]3)[CH2:2]2 |f:3.4|. Reported procedure: In 40 ml of methylene chloride was dissolved 2.5 g of Compound 1 obtained in Example 1, and the solution was cooled to from -5° to -15° C. Then, 20 ml of a hexane solution containing 1M boron tribromide was added thereto. The mixture was stirred at room temperature for two hours and thirty minutes. The reaction mixture was poured into a saturated aqueous sodium bicarbonate solution, followed by extraction with ethyl acetate. The extract was dried over anhydrous magnesium sulfate. The solvent was... The reactants are [Cr](=O)(=O)([O-])Cl.[NH+]1=CC=CC=C1 (Pyridinium chlorochromate), OC(CCCOC(NC1=CC=CC=C1)=O)C1=CC=CC=C1 (phenyl-carbamic acid 4-hydroxy-4-phenyl-butyl ester). Run in C(Cl)Cl (methylene chloride), C(Cl)Cl (methylene chloride). Run at time 2.5 hour. Product: O=C(CCCOC(NC1=CC=CC=C1)=O)C1=CC=CC=C1 (phenyl-carbamic acid 4-oxo-4-phenyl-butyl ester). Isolated yield 819.3%. RXN SMILES: [Cr](Cl)([O-])(=O)=O.[NH+]1C=CC=CC=1.[OH:12][CH:13]([C:27]1[CH:32]=[CH:31][CH:30]=[CH:29][CH:28]=1)[CH2:14][CH2:15][CH2:16][O:17][C:18](=[O:26])[NH:19][C:20]1[CH:25]=[CH:24][CH:23]=[CH:22][CH:21]=1>C(Cl)Cl>[O:12]=[C:13]([C:27]1[CH:28]=[CH:29][CH:30]=[CH:31][CH:32]=1)[CH2:14][CH2:15][CH2:16][O:17][C:18](=[O:26])[NH:19][C:20]1[CH:21]=[CH:22][CH:23]=[CH:24][CH:25]=1 |f:0.1|. Reported procedure: Pyridinium chlorochromate (15.28 g, 70.9 mmol) was added to a solution of phenyl-carbamic acid 4-hydroxy-4-phenyl-butyl ester (13.48 g, 4.73 mmol), prepared in the previous step, in 300 ml of methylene chloride and the mixture stirred at room temperature for 2.5 hours. The reaction was poured onto 700 g of a silica gel (230-400 mesh) column made with methylene chloride. Eluting with 0.5%-1.5% ethyl acetate-methylene chloride gave phenyl-carbamic acid 4-oxo-4-phenyl-butyl ester (10.98 g, 82%) as ... Starting materials: Cl.C(C1=CC=CC=C1)OC1=C2CCCC(C2=CC=C1)C(=O)N(CC=1C=NNC1)C=1C=NC(=CC1)C(C)C (5-benzyloxy-N-(6-isopropylpyridin-3-yl)-N-[(pyrazol-4-yl)methyl]-1,2,3,4-tetrahydronaphthalene-1-carboxamide hydrochloride), ClCC=1C=NC(=CC1)C(C)C (3-chloromethyl-6-isopropylpyridine). Product: C(C1=CC=CC=C1)OC1=C2CCCC(C2=CC=C1)C(=O)N(CC=1C=NN(C1)CC=1C=NC(=CC1)C(C)C)C=1C=NC(=CC1)C(C)C (5-benzyloxy-N-(6-isopropylpyridin-3-yl)-N-({1-[(6-isopropylpyridin-3-yl)methyl]pyrazol-4-yl}methyl)-1,2,3,4-tetrahydronaphthalene-1-carboxamide). Isolated yield 83.2%. Reaction SMILES: Cl.[CH2:2]([O:9][C:10]1[CH:19]=[CH:18][CH:17]=[C:16]2[C:11]=1[CH2:12][CH2:13][CH2:14][CH:15]2[C:20]([N:22]([C:29]1[CH:30]=[N:31][C:32]([CH:35]([CH3:37])[CH3:36])=[CH:33][CH:34]=1)[CH2:23][C:24]1[CH:25]=[N:26][NH:27][CH:28]=1)=[O:21])[C:3]1[CH:8]=[CH:7][CH:6]=[CH:5][CH:4]=1.Cl[CH2:39][C:40]1[CH:41]=[N:42][C:43]([CH:46]([CH3:48])[CH3:47])=[CH:44][CH:45]=1>>[CH2:2]([O:9][C:10]1[CH:19]=[CH:18][CH:17]=[C:16]2[C:11]=1[CH2:12][CH2:13][CH2:14][CH:15]2[C:20]([N:22]([C:29]1[CH:30]=[N:31][C:32]([CH:35]([CH3:37])[CH3:36])=[CH:33][CH:34]=1)[CH2:23][C:24]1[CH:25]=[N:26][N:27]([CH2:39][C:40]2[CH:41]=[N:42][C:43]([CH:46]([CH3:48])[CH3:47])=[CH:44][CH:45]=2)[CH:28]=1)=[O:21])[C:3]1[CH:8]=[CH:7][CH:6]=[CH:5][CH:4]=1 |f:0.1|. Procedure details: By the reaction and treatment in the same manner as in Example 271 using 5-benzyloxy-N-(6-isopropylpyridin-3-yl)-N-[(pyrazol-4-yl)methyl]-1,2,3,4-tetrahydronaphthalene-1-carboxamide hydrochloride (0.78 g) and 3-chloromethyl-6-isopropylpyridine (0.51 g) as starting materials, 5-benzyloxy-N-(6-isopropylpyridin-3-yl)-N-({1-[(6-isopropylpyridin-3-yl)methyl]pyrazol-4-yl}methyl)-1,2,3,4-tetrahydronaphthalene-1-carboxamide (0.77 g) was obtained.